Dataset: the Open Reaction Database (ORD), a public repository of structured organic reaction records. Task: describe an organic reaction: reactants, conditions, products, and yield Starting materials: C=CCCCC1CC1OC(=O)NC(C(=O)OC)C(C)(C)C, CO, [Li+], [OH-], O, O. Product: C=CCCCC1CC1OC(=O)NC(C(=O)O)C(C)(C)C. Reaction SMILES: [CH3:1][C:2]([CH:3]([NH:4][C:5](=[O:6])[O:7][CH:8]1[CH:9]([CH2:11][CH2:12][CH2:13][CH:14]=[CH2:15])[CH2:10]1)[C:16](=[O:17])[O:18][CH3:19])([CH3:20])[CH3:21].[CH3:25][OH:26].[Li+:23].[OH-:22].[OH2:24].[OH2:27]>>[CH3:1][C:2]([CH:3]([NH:4][C:5](=[O:6])[O:7][CH:8]1[CH:9]([CH2:11][CH2:12][CH2:13][CH:14]=[CH2:15])[CH2:10]1)[C:16](=[O:17])[OH:18])([CH3:20])[CH3:21]. RXN SMILES: [CH2:1]([O:8][C:9]([NH:11][C:12]([CH3:18])([CH3:17])[CH2:13][C:14]([OH:16])=O)=[O:10])[C:2]1[CH:7]=[CH:6][CH:5]=[CH:4][CH:3]=1.[NH2:19][C@@H:20]1[CH2:26][CH2:25][C:24]2[CH:27]=[CH:28][CH:29]=[CH:30][C:23]=2[NH:22][C:21]1=[O:31]>>[CH2:1]([O:8][C:9]([NH:11][C:12]([CH3:18])([CH3:17])[CH2:13][C:14]([NH:19][C@@H:20]1[CH2:26][CH2:25][C:24]2[CH:27]=[CH:28][CH:29]=[CH:30][C:23]=2[NH:22][C:21]1=[O:31])=[O:16])=[O:10])[C:2]1[CH:3]=[CH:4][CH:5]=[CH:6][CH:7]=1. Starting materials: C(C1=CC=CC=C1)OC(=O)NC(CC(=O)O)(C)C (3-benzyloxycarbonylamino-3-methylbutanoic acid), N[C@H]1C(NC2=C(CC1)C=CC=C2)=O (3(R)-amino-2,3,4,5-tetrahydro-1H-1-benzazepin-2-one), C23H27N3O4. Procedure: Prepared from 3-benzyloxycarbonylamino-3-methylbutanoic acid and 3(R)-amino-2,3,4,5-tetrahydro-1H-1-benzazepin-2-one (Example 1, Step E) by the procedure described in Example 1, Step I. FAB-MS: calculated for C23H27N3O4 409; found 410 (M+H, 100%). 1H NMR (200 MHz, CDCl3): 1.38 (s, 3H), 1.39 (s, 3H), 1.82 (m, 1H), 2.52 s, 2H), 2.5-3.0 (m, 3H), 4.51 (m, 1H), 5.07 (br s, 2H), 5.57 (br s, 1H), 6.68 (d, 7 Hz, 1H), 6.97 (d, 8 Hz, 1H), 7.1-7.4 (m, 8H), 7.61 (br s, 1H). Product: C(C1=CC=CC=C1)OC(=O)NC(CC(=O)N[C@H]1C(NC2=C(CC1)C=CC=C2)=O)(C)C (3-Benzyloxycarbonylamino-3-methyl-N-[2,3,4,5-tetrahydro-2-oxo-1H-1-benzazepin-3(R)-yl]-butanamide).